This data is from the Open Reaction Database (ORD), a public repository of structured organic reaction records. The task is: describe an organic reaction: reactants, conditions, products, and yield Reaction SMILES: [Br:22][c:23]1[cH:24][cH:25][c:26]([CH2:27][OH:28])[cH:29][cH:30]1.[CH2:50]1[O:51][CH2:52][CH2:53][CH2:54]1.[CH3:1][O:2][C:3]([C:4]([CH3:5])([CH3:6])[NH:7][C:8](=[O:9])[c:10]1[c:11]([OH:20])[c:12]2[cH:13][cH:14][cH:15][cH:16][c:17]2[cH:18][cH:19]1)=[O:21].[c:31]1([P:32]([c:33]2[cH:34][cH:35][cH:36][cH:37][cH:38]2)[c:39]2[cH:40][cH:41][cH:42][cH:43][cH:44]2)[cH:45][cH:46][cH:47][cH:48][cH:49]1>>[CH3:1][O:2][C:3]([C:4]([CH3:5])([CH3:6])[NH:7][C:8](=[O:9])[c:10]1[c:11]([O:20][CH2:27][c:26]2[cH:25][cH:24][c:23]([Br:22])[cH:30][cH:29]2)[c:12]2[cH:13][cH:14][cH:15][cH:16][c:17]2[cH:18][cH:19]1)=[O:21]. Starting materials: OCc1ccc(Br)cc1, C1CCOC1, COC(=O)C(C)(C)NC(=O)c1ccc2ccccc2c1O, c1ccc(P(c2ccccc2)c2ccccc2)cc1. The product is COC(=O)C(C)(C)NC(=O)c1ccc2ccccc2c1OCc1ccc(Br)cc1. Starting materials: ON=C(C1=CN=CC=C1)Cl (N-Hydroxynicotinimidoyl chloride), C(#C)C=1C=C(C#N)C=CC1 (3-Ethynylbenzonitrile), N (NH3). Product: N1=CC(=CC=C1)C1=NOC(=C1)C=1C=C(C#N)C=CC1 (3-(3-(Pyridin-3-yl)isoxazol-5-yl)benzonitrile). Reaction SMILES: [OH:1][N:2]=[C:3](Cl)[C:4]1[CH:9]=[CH:8][CH:7]=[N:6][CH:5]=1.[C:11]([C:13]1[CH:14]=[C:15]([CH:18]=[CH:19][CH:20]=1)[C:16]#[N:17])#[CH:12].N>>[N:6]1[CH:7]=[CH:8][CH:9]=[C:4]([C:3]2[CH:12]=[C:11]([C:13]3[CH:14]=[C:15]([CH:18]=[CH:19][CH:20]=3)[C:16]#[N:17])[O:1][N:2]=2)[CH:5]=1. Procedure details: The titled compound was prepared according to Method CB using the product of Example 1A (78 mg, 0.5 mmol) and the product of Example 19A (64 mg, 0.5 mmol). 1H NMR (300 MHz, MeOH-d4) 87.53 (s, 1H), 7.61 (ddd, J=8.1, 5.0, 0.8 Hz, 1H), 7.75 (t, J=7.8 Hz, 1H), 7.88 (dt, J=7.7, 1.4 Hz, 1H), 8.23 (dt, J=8.1, 1.4 Hz, 1H), 8.31 (t, J=1.7 Hz, 1H), 8.38 (dt, J=8.1, 1.9 Hz, 1H), 8.68 (dd, J=5.1, 1.7 Hz, 1H), 9.10 (d, J=2.0 Hz, 1H) ppm; MS (DCI/NH3) m/z 248 (M+H)+. Yields the product O=C(O)c1cc2ccc(OCc3ccccc3)cc2oc1=O. Starting materials: COC(=O)c1cc2ccc(OCc3ccccc3)cc2oc1=O, CCO, Cl, [Na+], [OH-], O. As a reaction SMILES: [CH3:1][O:2][C:3](=[O:4])[c:5]1[c:6](=[O:23])[o:7][c:8]2[c:9]([cH:10]1)[cH:11][cH:12][c:13]([O:15][CH2:16][c:17]1[cH:18][cH:19][cH:20][cH:21][cH:22]1)[cH:14]2.[CH3:28][CH2:29][OH:30].[ClH:26].[Na+:25].[OH-:24].[OH2:27]>>[O:2]=[C:3]([OH:4])[c:5]1[c:6](=[O:23])[o:7][c:8]2[c:9]([cH:10]1)[cH:11][cH:12][c:13]([O:15][CH2:16][c:17]1[cH:18][cH:19][cH:20][cH:21][cH:22]1)[cH:14]2. The reactants are C(C)OC(=O)C(C1=CC=C(C=C1)NC1=NC(=NC=C1F)NC1=CC2=C(C=C1)OCCO2)(C)C (N4-[4-[ethoxycarbonyl(dimethyl)methyl]phenyl]-N2-(3,4-ethylenedioxyphenyl)-5-fluoro-2,4-pyrimidinediamine), CC(C)C[AlH]CC(C)C (DIBALH). The product is C1OC=2C=C(C=CC2OC1)NC1=NC=C(C(=N1)NC1=CC=C(C=C1)C(CO)(C)C)F (N2-(3,4-ethylenedioxyphenyl)-5-fluoro-N4-[4-(2-hydroxy-1,1-dimethylethyl)phenyl]-2,4-pyrimidinediamine). As a reaction SMILES: C([O:3][C:4]([C:6]([CH3:33])([CH3:32])[C:7]1[CH:12]=[CH:11][C:10]([NH:13][C:14]2[C:19]([F:20])=[CH:18][N:17]=[C:16]([NH:21][C:22]3[CH:27]=[CH:26][C:25]4[O:28][CH2:29][CH2:30][O:31][C:24]=4[CH:23]=3)[N:15]=2)=[CH:9][CH:8]=1)=O)C.CC(C[AlH]CC(C)C)C>>[CH2:30]1[CH2:29][O:28][C:25]2[CH:26]=[CH:27][C:22]([NH:21][C:16]3[N:15]=[C:14]([NH:13][C:10]4[CH:11]=[CH:12][C:7]([C:6]([CH3:32])([CH3:33])[CH2:4][OH:3])=[CH:8][CH:9]=4)[C:19]([F:20])=[CH:18][N:17]=3)=[CH:23][C:24]=2[O:31]1. Procedure details: In like manner to the preparation of N2-(3,4-ethylenedioxyphenyl)-5-fluoro-N4-[4(2-hydroxy-1,1-dimethylethyl)phenyl]-pyrimidine-2,4-diamine, N4-[4-[ethoxycarbonyl(dimethyl)methyl]phenyl]-N2-(3,4-ethylenedioxyphenyl)-5-fluoro-2,4-pyrimidinediamine was reduced with DIBALH to give N2-(3,4-ethylenedioxyphenyl)-5-fluoro-N4-[4-(2-hydroxy-1,1-dimethylethyl)phenyl]-2,4-pyrimidinediamine. 1H NMR (DMSO-d6): δ 9.23 (s, 1H), 8.94 (s, 1H), 8.01 (d, 1H, J=3.5 Hz), 7.63 (d, 2H, J=8.8 Hz), 7.31–7.27 (m, 3H), 6.... Starting materials: C(C)(C)(C)OC1=NC2=CC=C(C=C2C(=C1)CC1=CC=C(C=C1)OC(F)(F)F)C(O)(C=1SC=CN1)C1=CC=C(C=C1)Cl ((2-(tert-Butoxy)-4-(4-(trifluoromethoxy)benzyl)quinolin-6-yl)(4-chlorophenyl)(thiazol-2-yl)methanol), O.O.[Sn](Cl)Cl (tin(II) chloride dihydrate), Cl (HCl). Solvent: CC(=O)O (AcOH). Conditions: temperature 110 celsius. The product is ClC1=CC=C(C=C1)C(C=1C=C2C(=CC(NC2=CC1)=O)CC1=CC=C(C=C1)OC(F)(F)F)C=1SC=CN1 (6-((4-chlorophenyl)(thiazol-2-yl)methyl)-4-(4-(trifluoromethoxy)benzyl)quinolin-2(1H)-one). As a reaction SMILES: C([O:5][C:6]1[CH:15]=[C:14]([CH2:16][C:17]2[CH:22]=[CH:21][C:20]([O:23][C:24]([F:27])([F:26])[F:25])=[CH:19][CH:18]=2)[C:13]2[C:8](=[CH:9][CH:10]=[C:11]([C:28]([C:35]3[CH:40]=[CH:39][C:38]([Cl:41])=[CH:37][CH:36]=3)([C:30]3[S:31][CH:32]=[CH:33][N:34]=3)O)[CH:12]=2)[N:7]=1)(C)(C)C.O.O.[Sn](Cl)Cl.Cl>CC(O)=O>[Cl:41][C:38]1[CH:39]=[CH:40][C:35]([CH:28]([C:30]2[S:31][CH:32]=[CH:33][N:34]=2)[C:11]2[CH:12]=[C:13]3[C:8](=[CH:9][CH:10]=2)[NH:7][C:6](=[O:5])[CH:15]=[C:14]3[CH2:16][C:17]2[CH:22]=[CH:21][C:20]([O:23][C:24]([F:26])([F:27])[F:25])=[CH:19][CH:18]=2)=[CH:36][CH:37]=1 |f:1.2.3|. Procedure details: (2-(tert-Butoxy)-4-(4-(trifluoromethoxy)benzyl)quinolin-6-yl)(4-chlorophenyl)(thiazol-2-yl)methanol (55 mg, 0.0918 mmol) and tin(II) chloride dihydrate (83 mg, 0.367 mmol) were combined in AcOH (2 mL). HCl (conc. 36%, 0.115 mL) was then added. The solution was heated to 110° C. After 45 min the reaction was cooled to room temperature and concentrated. The residue was taken up in CH2Cl2 and washed with NaHCO3 (satd), dried (Na2SO4) and concentrated. The resulting residue was purified by silica co...